This data is from the Open Reaction Database (ORD), a public repository of structured organic reaction records. The task is: describe an organic reaction: reactants, conditions, products, and yield Reactants: ClC=1C(=C(C(=CC1)[N+](=O)[O-])O)CC(=C)C (3-chloro-2-(2-methyl-2-propen-1-yl)-6-nitrophenol), C1(=CC=C(C=C1)S(=O)(=O)O)C (p-toluenesulfonic acid). Yields the product [N+](=O)([O-])C1=CC=CC=2C=COC21 (7-nitrobenzofuran). Reaction SMILES: Cl[C:2]1[C:3]([CH2:12][C:13](C)=C)=[C:4]([OH:11])[C:5]([N+:8]([O-:10])=[O:9])=[CH:6][CH:7]=1.C1(C)C=CC(S(O)(=O)=O)=CC=1>>[N+:8]([C:5]1[C:4]2[O:11][CH:13]=[CH:12][C:3]=2[CH:2]=[CH:7][CH:6]=1)([O-:10])=[O:9]. Procedure: In Schema 1, a 3,5-optionally substituted-2-nitrophenol is reacted with a 2-alkenyl chloride, such as 2-methallyl chloride, to form the corresponding 2-(2-alken-1-yloxy)-4,6-optionally substituted-nitrobenzene (I), for example, 4-chloro-2-(2-methyl-2-propen-1-yloxy)nitrobenzene. This product is rear-ranged by heating to 180° C. to give the corresponding 2-(2-alken-1-yl)-6-nitrophenol (II), for example, 3-chloro-2-(2-methyl-2-propen-1-yl)-6-nitrophenol. This compound is then heated in the presenc... Starting materials: C(C1=CC=CC=C1)OC(=O)N[C@@H]1C(N(CC1)[C@@H]1[C@@H](C[C@@H](CC1)NC(C)(C)C)C(=O)OC)=O ((1R,2S,5R)-methyl 2-((S)-3-(benzyloxycarbonylamino)-2-oxopyrrolidin-1-yl)-5-(tert-butylamino)-cyclohexanecarboxylate). The reagents and catalysts are [Pd] (Pd/C). Run in CO (methanol). Yields the product N[C@@H]1C(N(CC1)[C@@H]1[C@@H](C[C@@H](CC1)NC(C)(C)C)C(=O)OC)=O ((1R,2S,5R)-methyl 2-((S)-3-amino-2-oxopyrrolidin-1-yl)-5-(tert-butylamino)-cyclohexanecarboxylate). Isolated yield 97.0%. RXN SMILES: C(OC([NH:11][C@H:12]1[CH2:16][CH2:15][N:14]([C@H:17]2[CH2:22][CH2:21][C@@H:20]([NH:23][C:24]([CH3:27])([CH3:26])[CH3:25])[CH2:19][C@H:18]2[C:28]([O:30][CH3:31])=[O:29])[C:13]1=[O:32])=O)C1C=CC=CC=1>CO.[Pd]>[NH2:11][C@H:12]1[CH2:16][CH2:15][N:14]([C@H:17]2[CH2:22][CH2:21][C@@H:20]([NH:23][C:24]([CH3:27])([CH3:26])[CH3:25])[CH2:19][C@H:18]2[C:28]([O:30][CH3:31])=[O:29])[C:13]1=[O:32]. Reported procedure: A solution of (1R,2S,5R)-methyl 2-((S)-3-(benzyloxycarbonylamino)-2-oxopyrrolidin-1-yl)-5-(tert-butylamino)-cyclohexanecarboxylate (2.42 g, 5.43 mmol) in methanol was treated with 600 mg of 10% Pd/C and hydrogenated at 55 psi of H2 in a Parr shaker overnight. The catalyst was filtered and the filtrate concentrated in vacuo to give 1.64 g of (1R,2S,5R)-methyl 2-((S)-3-amino-2-oxopyrrolidin-1-yl)-5-(tert-butylamino)-cyclohexanecarboxylate as a white solid. This was used without further purificatio...